Dataset: the Open Reaction Database (ORD), a public repository of structured organic reaction records. Task: describe an organic reaction: reactants, conditions, products, and yield The reactants are COC(CC1CCN2C1=C(C=1C(=CC(=CC21)OC)S(=O)(=O)C)SC2=CC=C(C=C2)Cl)=O (Methyl[9-[(4-chlorophenyl)sulfanyl]-6-methoxy-8-(methylsulfonyl)-2,3-dihydro-1H-pyrrolo[1,2-a]indol-1-yl]acetate), [Li+].[OH-] (LiOH). Reagents/catalysts: CC(=O)O (HOAc). Solvent: C1CCOC1 (THF), CO (MeOH). Run at time 4.5 hour. Product: ClC1=CC=C(C=C1)SC1=C2N(C=3C=C(C=C(C13)S(=O)(=O)C)OC)CCC2CC(=O)O ([9-[(4-chlorophenyl)sulfanyl]-6-methoxy-8-(methylsulfonyl)-2,3-dihydro-1H-pyrrolo[1,2-a]indol-1-yl]acetic acid). Isolated yield 89.4%. Reaction SMILES: C[O:2][C:3](=[O:31])[CH2:4][CH:5]1[C:9]2=[C:10]([S:23][C:24]3[CH:29]=[CH:28][C:27]([Cl:30])=[CH:26][CH:25]=3)[C:11]3[C:12]([S:19]([CH3:22])(=[O:21])=[O:20])=[CH:13][C:14]([O:17][CH3:18])=[CH:15][C:16]=3[N:8]2[CH2:7][CH2:6]1.[Li+].[OH-]>C1COCC1.CO.CC(O)=O>[Cl:30][C:27]1[CH:28]=[CH:29][C:24]([S:23][C:10]2[C:11]3[C:12]([S:19]([CH3:22])(=[O:21])=[O:20])=[CH:13][C:14]([O:17][CH3:18])=[CH:15][C:16]=3[N:8]3[CH2:7][CH2:6][CH:5]([CH2:4][C:3]([OH:31])=[O:2])[C:9]=23)=[CH:25][CH:26]=1 |f:1.2|. Procedure: To a solution of the ester from Step 7 (23 mg, 0.048 mmol) in THF (3 mL) and MeOH (1 mL) at RT was added 1M LiOH (0.24 mL, 0.24 mmol). After stirring at r.t. for 4.5 hours, HOAc (10 drops) was added and the solvent was evaporated. The residue was taken up in EtOAc/H2O and the organic phase was washed with brine, dried (MgSO4), and filtered. Upon removal of the solvent, the resulting solid was stirred with 1:5 EtOAc:hexane to give a beige solid (20 mg). Procedure: 5-Bromo-2-(1,4-dioxaspiro[4,5]decane-8-yl)pyridine (9.0 g) described in Reference Example 102(2) was dissolved in trifluoroacetic acid (15 ml) and stirred at room temperature overnight. After completion of the reaction, water was added under ice cooling, neutralized by the addition of 4N aqueous solution of sodium hydroxide and extracted with ethyl acetate. The organic layer was washed with saturated brine, dried over anhydrous sodium sulfate and concentrated to give 4-(5-bromopyridin-2-yl)cyclo... Isolated yield 103.0%. The solvent is FC(C(=O)O)(F)F (trifluoroacetic acid). Yields the product BrC=1C=CC(=NC1)C1CCC(CC1)=O (4-(5-bromopyridin-2-yl)cyclohexanone). Starting materials: BrC=1C=CC(=NC1)C1CCC2(OCCO2)CC1 (5-Bromo-2-(1,4-dioxaspiro[4,5]decane-8-yl)pyridine), O (water), aqueous solution, [OH-].[Na+] (sodium hydroxide). Run at time 8 hour. As a reaction SMILES: [Br:1][C:2]1[CH:3]=[CH:4][C:5]([CH:8]2[CH2:17][CH2:16][C:11]3(OCC[O:12]3)[CH2:10][CH2:9]2)=[N:6][CH:7]=1.O.[OH-].[Na+]>FC(F)(F)C(O)=O>[Br:1][C:2]1[CH:3]=[CH:4][C:5]([CH:8]2[CH2:9][CH2:10][C:11](=[O:12])[CH2:16][CH2:17]2)=[N:6][CH:7]=1 |f:2.3|. The reactants are [Al+3], CC1(C)Cc2ccccc2CC(C)(C)C1=O, CCOCC, [H-], [H-], [H-], [H-], [Li+]. Yields the product CC1(C)Cc2ccccc2CC(C)(C)C1O. RXN SMILES: [Al+3:18].[CH3:1][C:2]1([CH3:16])[CH2:3][c:4]2[c:5]([cH:12][cH:13][cH:14][cH:15]2)[CH2:6][C:7]([CH3:10])([CH3:11])[C:8]1=[O:9].[CH3:23][CH2:24][O:25][CH2:26][CH3:27].[H-:17].[H-:20].[H-:21].[H-:22].[Li+:19]>>[CH3:1][C:2]1([CH3:16])[CH2:3][c:4]2[c:5]([cH:12][cH:13][cH:14][cH:15]2)[CH2:6][C:7]([CH3:10])([CH3:11])[CH:8]1[OH:9].